This data is from the Open Reaction Database (ORD), a public repository of structured organic reaction records. The task is: describe an organic reaction: reactants, conditions, products, and yield The reactants are O=C([O-])[O-], CCOC(C)=O, CN1CCCC1=O, CCCCCC, N#Cc1cc(F)cc(Cl)c1, [K+], [K+], Cc1cc(O)cc(=O)[nH]1. RXN SMILES: [C:20](=[O:21])([O-:22])[O-:23].[CH3:26][CH2:27][O:28][C:29](=[O:30])[CH3:31].[CH3:32][N:33]1[CH2:34][CH2:35][CH2:36][C:37]1=[O:38].[CH3:39][CH2:40][CH2:41][CH2:42][CH2:43][CH3:44].[Cl:10][c:11]1[cH:12][c:13]([C:14]#[N:15])[cH:16][c:17]([F:19])[cH:18]1.[K+:24].[K+:25].[OH:1][c:2]1[cH:3][c:4](=[O:9])[nH:5][c:6]([CH3:8])[cH:7]1>>[O:1]([c:2]1[cH:3][c:4](=[O:9])[nH:5][c:6]([CH3:8])[cH:7]1)[c:17]1[cH:16][c:13]([C:14]#[N:15])[cH:12][c:11]([Cl:10])[cH:18]1. The product is Cc1cc(Oc2cc(Cl)cc(C#N)c2)cc(=O)[nH]1. Reactants: C1(=CC=CC=C1)C=1C=NC=CC1 (3-Phenylpyridine), [N+](=O)(O)[O-] (nitric acid), S(O)(O)(=O)=O (sulfuric acid). Solvent: CC(=O)C.CCCCCC (acetone hexane). Conditions: temperature 70 celsius, time 4 day. The product is [N+](=O)([O-])C1=CC=C(C=C1)C=1C=NC=CC1 (3-(4-Nitrophenyl)pyridine). RXN SMILES: [C:1]1([C:7]2[CH:8]=[N:9][CH:10]=[CH:11][CH:12]=2)[CH:6]=[CH:5][CH:4]=[CH:3][CH:2]=1.[N+:13]([O-])([OH:15])=[O:14].S(=O)(=O)(O)O>CC(C)=O.CCCCCC>[N+:13]([C:4]1[CH:3]=[CH:2][C:1]([C:7]2[CH:8]=[N:9][CH:10]=[CH:11][CH:12]=2)=[CH:6][CH:5]=1)([O-:15])=[O:14] |f:3.4|. Reported procedure: 3-Phenylpyridine (25.0 g, 0.161 mole) is added carefully and with cooling (ice-bath) to 70% nitric acid (140 ml). The resulting solution is stirred and, when TLC (1:1 acetone-hexane) shows no reaction after 24 hr, it is heated in a 70° C. oil bath. Some reaction is observed by TLC but it is very slow and so, after 4 days, concentrated sulfuric acid (50 ml) is added. The mixture is stirred over several days at room temperature after which the starting material is entirely consumed. The solution i... Reactants: C(=O)O (formic acid), C(C)(=O)OC(C)=O (acetic anhydride), NC=1C=CC(=C(C1)S(=O)(=O)NC(C)(C)C)S(=O)(=O)CC (5-amino-N-tert-butyl-2-ethylsulfonylbenzenesulfonamide). The solvent is CN(C)C=O (DMF). Reaction conditions: temperature 50 celsius, time 2 hour. The product is C(C)(C)(C)NS(=O)(=O)C1=C(C=CC(=C1)NC=O)S(=O)(=O)CC (N-tert-Butyl-2-ethylsulfonyl-5-formylaminobenzenesulfonamide). Reaction SMILES: [CH:1]([OH:3])=O.C(OC(=O)C)(=O)C.[NH2:11][C:12]1[CH:13]=[CH:14][C:15]([S:26]([CH2:29][CH3:30])(=[O:28])=[O:27])=[C:16]([S:18]([NH:21][C:22]([CH3:25])([CH3:24])[CH3:23])(=[O:20])=[O:19])[CH:17]=1>CN(C=O)C>[C:22]([NH:21][S:18]([C:16]1[CH:17]=[C:12]([NH:11][CH:1]=[O:3])[CH:13]=[CH:14][C:15]=1[S:26]([CH2:29][CH3:30])(=[O:28])=[O:27])(=[O:19])=[O:20])([CH3:25])([CH3:24])[CH3:23]. Procedure: 0.82 ml of formic acid is added dropwise to 1.85 ml of acetic anhydride. After the mixture has been stirred at 50° C. for 2 hours, a solution of 2.5 g of 5-amino-N-tert-butyl-2-ethylsulfonylbenzenesulfonamide in 10 ml of DMF is added dropwise at room temperature. This mixture is first stirred at 50° C. for 3 hours and then concentrated under a high vacuum. The residue is taken up in water and the mixture is extracted with ethyl acetate. After the organic phase been dried over magnesium sulfate, ... Yields the product CCCS(=O)(=O)Nc1cccc(C=O)c1F. RXN SMILES: [F:1][c:2]1[c:3]([NH:10][S:11](=[O:12])(=[O:13])[CH2:14][CH2:15][CH3:16])[cH:4][cH:5][cH:6][c:7]1[CH2:8][OH:9].[O:18]1[CH2:19][CH2:20][CH2:21][CH2:22]1.[OH2:17]>>[F:1][c:2]1[c:3]([NH:10][S:11](=[O:12])(=[O:13])[CH2:14][CH2:15][CH3:16])[cH:4][cH:5][cH:6][c:7]1[CH:8]=[O:9]. Reactants: CCCS(=O)(=O)Nc1cccc(CO)c1F, C1CCOC1, O.